describe an organic reaction: reactants, conditions, products, and yield From a dataset of the Open Reaction Database (ORD), a public repository of structured organic reaction records. Reactants: [H-].[Na+] (sodium hydride), oil, ClC=1C=CC(=C(C1)C(O)(C1=CC(=CC=C1)C(F)(F)F)C)O (5-chloro-2-hydroxy-α-methyl-α-(3-trifluoromethylphenyl)-benzene-methanol), ClC(C(=O)O)Cl (dichloroacetic acid). Run in O1CCOCC1 (dioxane), O1CCOCC1 (dioxane), O1CCOCC1 (dioxane). Run at temperature 80 celsius, time 5 hour. Yields the product ClC1=CC2=C(OC(OC2(C2=CC(=CC=C2)C(F)(F)F)C)C(=O)O)C=C1 (6-chloro-4-methyl-4-(3-trifluoromethylphenyl)-[4H]-1,3-benzodioxin-2-carboxylic acid). Isolated yield 76.1%. RXN SMILES: Cl[CH:2](Cl)[C:3]([OH:5])=[O:4].[H-].[Na+].[Cl:9][C:10]1[CH:11]=[CH:12][C:13]([OH:29])=[C:14]([C:16]([CH3:28])([C:18]2[CH:23]=[CH:22][CH:21]=[C:20]([C:24]([F:27])([F:26])[F:25])[CH:19]=2)[OH:17])[CH:15]=1>O1CCOCC1>[Cl:9][C:10]1[CH:11]=[CH:12][C:13]2[O:29][CH:2]([C:3]([OH:5])=[O:4])[O:17][C:16]([CH3:28])([C:18]3[CH:23]=[CH:22][CH:21]=[C:20]([C:24]([F:26])([F:27])[F:25])[CH:19]=3)[C:14]=2[CH:15]=1 |f:1.2|. Procedure: A solution of 19.33 g of dichloroacetic acid in 200 ml of anhydrous dioxane was added dropwise at room temperature with stirring to a mixture of 16.8 g of sodium hydride in a 50% oil suspension, 150 ml of anhydrous dioxane and 1.6 g of dibenzo-18-courone-6 and then a solution of 31.7 g of 5-chloro-2-hydroxy-α-methyl-α-(3-trifluoromethylphenyl)-benzene-methanol in 200 ml of dioxane was added thereto dropwise. The mixture was progressively heated to 80° C. and was held there for 5 hours and then w...